Dataset: the Open Reaction Database (ORD), a public repository of structured organic reaction records. Task: describe an organic reaction: reactants, conditions, products, and yield The yield is 43.8%. Run at time 1 hour. Starting materials: C(CC(=O)OC)(=O)OC (Dimethyl malonate), CCCCCN (n-amylamine). The product is C(CCCC)NC(CC(=O)OC)=O (Methyl 3-pentylamino-3-oxopropionate). As a reaction SMILES: [C:1]([O:8]C)(=O)[CH2:2][C:3]([O:5][CH3:6])=[O:4].[CH3:10][CH2:11][CH2:12][CH2:13][CH2:14][NH2:15]>>[CH2:14]([NH:15][C:1](=[O:8])[CH2:2][C:3]([O:5][CH3:6])=[O:4])[CH2:13][CH2:12][CH2:11][CH3:10]. Procedure details: Dimethyl malonate (3.2 g, 24 mmol) and n-amylamine (2.1 g, 24 mmol) were mixed at room temperature. After stirring one hour solid began to precipitate. Diisopropyl ether (10 ml) was added and the mixture was left overnight at room temperature. The reaction mixture was concentrated in vacuo. The residue was chromatographed on silica gel (100 g, Baker for flash chromatography), eluting with CH2Cl2 and 2% MeOH in CH2Cl2 to give the title compound as an oil (1.97 g, 44%). Reactants: COC(CCCOC1=C(C=C(C=C1)C12CC3CC(CC(C1)C3)C2)N)=O (4-[4-(1-adamantyl)-2-amino-phenoxy]-butyric acid methyl ester), Cl (hydrochloric acid), N(=O)[O-].[Na+] (sodium nitrite). Solvent: O (water), O (water). Run at temperature 0 celsius, time 3 hour. Yields the product C12(CC3CC(CC(C1)C3)C2)C2=CC(=C(OCCCC(=O)O)C=C2)Cl (4-[4-(1-adamantyl)-2-chlorophenoxy]-butyric acid). As a reaction SMILES: N([O-])=O.[Na+].C[O:6][C:7](=[O:29])[CH2:8][CH2:9][CH2:10][O:11][C:12]1[CH:17]=[CH:16][C:15]([C:18]23[CH2:27][CH:22]4[CH2:23][CH:24]([CH2:26][CH:20]([CH2:21]4)[CH2:19]2)[CH2:25]3)=[CH:14][C:13]=1N.[ClH:30]>O>[C:18]12([C:15]3[CH:16]=[CH:17][C:12]([O:11][CH2:10][CH2:9][CH2:8][C:7]([OH:6])=[O:29])=[C:13]([Cl:30])[CH:14]=3)[CH2:27][CH:22]3[CH2:23][CH:24]([CH2:26][CH:20]([CH2:21]3)[CH2:19]1)[CH2:25]2 |f:0.1|. Procedure details: 1.00 g of sodium nitrite in 5 ml of water is added dropwise, whilst stirring, to a suspension of 5 g of 4-[4-(1-adamantyl)-2-amino-phenoxy]-butyric acid methyl ester in 10 ml of concentrated hydrochloric acid and 30 ml of water. After completion of the addition, the mixture is stirred for a further 3 hours at 0° C. The reaction solution is then filtered cold. The filtrate, kept at 0° C, is then added in portions to a solution of 5 g of freshly prepared copper-(I) chloride in 20 ml of concentrate... Reactants: N1CCCC1 (pyrrolidine), N1CCCC1 (pyrrolidine), N1CCCC1 (pyrrolidine), BrCCCCCCNC1=C(C=C(C2=C1C(C=C(O2)C2=CC(=C(C=C2)N(C)C)F)=O)F)F (5-(6-Bromohexylamino)-6,8-difluoro-2-[4-(N,N-dimethylamino)-3-fluorophenyl]-4H-1-benzopyran-4-one), N1CCCC1 (pyrrolidine), O (Water). Run in O1CCCC1 (tetrahydrofuran). Run at time 1 hour. Product: FC=1C=C(C2=C(C(C=C(O2)C2=CC(=C(C=C2)N(C)C)F)=O)C1NCCCCCCN1CCCC1)F (6,8-Difluoro-2-[4-(N,N-dimethylamino)-3-fluorophenyl]-5-[6-(pyrrolidin-1-yl)hexylamino]-4H-1-benzopyran-4-one). As a reaction SMILES: Br[CH2:2][CH2:3][CH2:4][CH2:5][CH2:6][CH2:7][NH:8][C:9]1[C:14]2[C:15](=[O:29])[CH:16]=[C:17]([C:19]3[CH:24]=[CH:23][C:22]([N:25]([CH3:27])[CH3:26])=[C:21]([F:28])[CH:20]=3)[O:18][C:13]=2[C:12]([F:30])=[CH:11][C:10]=1[F:31].[NH:32]1[CH2:36][CH2:35][CH2:34][CH2:33]1.O>O1CCCC1>[F:31][C:10]1[CH:11]=[C:12]([F:30])[C:13]2[O:18][C:17]([C:19]3[CH:24]=[CH:23][C:22]([N:25]([CH3:27])[CH3:26])=[C:21]([F:28])[CH:20]=3)=[CH:16][C:15](=[O:29])[C:14]=2[C:9]=1[NH:8][CH2:7][CH2:6][CH2:5][CH2:4][CH2:3][CH2:2][N:32]1[CH2:36][CH2:35][CH2:34][CH2:33]1. Reported procedure: 500 mg (1.01 mmol) of Compound 59 obtained in Example 59 was dissolved in 5 ml of tetrahydrofuran, 0.17 ml of pyrrolidine was added and the mixture was heated at reflux for 5.5 hours. At 1 hour and 1.7 hours after the reaction was started, each 0.17 ml of pyrrolidine was added. At 3.5 hours and 4.5 hours, each 0.17 ml of pyrrolidine was added. At 3.5 hours and 4.5 hours, each 0.08 ml of pyrrolidine was added. Water was added to the reaction solution and the mixture was extracted with chloroform.... The reactants are O1CCOC2=C1C=CC(=C2)CNC2CCN(CC2)CCN2C(C=C(C1=CC(=CC=C21)OC)C)=O (1-(2-(4-((2,3-dihydro-1,4-benzodioxin-6-ylmethyl)amino)piperidin-1-yl)ethyl)-4-methyl-6-methoxyquinolin-2(1H)-one), Cl.C(C)(=O)OCC (hydrogen chloride ethyl acetate). Solvent: C(C)(=O)OCC (ethyl acetate). Run at time 10 minute. The product is Cl.O1CCOC2=C1C=CC(=C2)CNC2CCN(CC2)CCN2C(C=C(C1=CC(=CC=C21)OC)C)=O (1-(2-(4-((2,3-dihydro-1,4-benzodioxin-6-ylmethyl)amino)piperidin-1-yl)ethyl)-4-methyl-6-methoxyquinolin-2(1H)-one hydrochloride). Reaction SMILES: [O:1]1[C:6]2[CH:7]=[CH:8][C:9]([CH2:11][NH:12][CH:13]3[CH2:18][CH2:17][N:16]([CH2:19][CH2:20][N:21]4[C:30]5[C:25](=[CH:26][C:27]([O:31][CH3:32])=[CH:28][CH:29]=5)[C:24]([CH3:33])=[CH:23][C:22]4=[O:34])[CH2:15][CH2:14]3)=[CH:10][C:5]=2[O:4][CH2:3][CH2:2]1.[ClH:35].C(OCC)(=O)C>C(OCC)(=O)C>[ClH:35].[O:1]1[C:6]2[CH:7]=[CH:8][C:9]([CH2:11][NH:12][CH:13]3[CH2:18][CH2:17][N:16]([CH2:19][CH2:20][N:21]4[C:30]5[C:25](=[CH:26][C:27]([O:31][CH3:32])=[CH:28][CH:29]=5)[C:24]([CH3:33])=[CH:23][C:22]4=[O:34])[CH2:15][CH2:14]3)=[CH:10][C:5]=2[O:4][CH2:3][CH2:2]1 |f:1.2,4.5|. Procedure details: To 2 mL of an ethyl acetate solution containing 60 mg of 1-(2-(4-((2,3-dihydro-1,4-benzodioxin-6-ylmethyl)amino)piperidin-1-yl)ethyl)-4-methyl-6-methoxyquinolin-2(1H)-one, 0.2 mL of 4 mol/L hydrogen chloride/ethyl acetate was added, and stirred at room temperature for 10 min. The resulting solid was filtered to give 35 mg of 1-(2-(4-((2,3-dihydro-1,4-benzodioxin-6-ylmethyl)amino)piperidin-1-yl)ethyl)-4-methyl-6-methoxyquinolin-2(1H)-one hydrochloride as a pale yellow powder. Starting materials: CC(C)(C)OC(=O)Nc1ccc(O)c(F)c1, CC(C)(C)[O-], NC(=O)c1cc(Cl)cc(C(N)=O)n1, [K+], [K+], [K+], O=C([O-])[O-], CN(C)C=O. As a reaction SMILES: [C:1](=[O:2])([O:3][C:4]([CH3:5])([CH3:6])[CH3:7])[NH:8][c:9]1[cH:10][c:11]([F:16])[c:12]([OH:15])[cH:13][cH:14]1.[CH3:17][C:18]([CH3:19])([O-:20])[CH3:21].[Cl:23][c:24]1[cH:25][c:26]([C:33](=[O:34])[NH2:35])[n:27][c:28]([C:30](=[O:31])[NH2:32])[cH:29]1.[K+:22].[K+:36].[K+:37].[O-:38][C:39]([O-:40])=[O:41].[O:42]=[CH:43][N:44]([CH3:45])[CH3:46]>>[C:1](=[O:2])([O:3][C:4]([CH3:5])([CH3:6])[CH3:7])[NH:8][c:9]1[cH:10][c:11]([F:16])[c:12]([O:15][c:24]2[cH:25][c:26]([C:33](=[O:34])[NH2:35])[n:27][c:28]([C:30](=[O:31])[NH2:32])[cH:29]2)[cH:13][cH:14]1. Yields the product CC(C)(C)OC(=O)Nc1ccc(Oc2cc(C(N)=O)nc(C(N)=O)c2)c(F)c1. The reactants are CC(C)([O-])C.[K+] (potassium tert-butoxide), COC1=C(C=CC=C1)CC1NCCC(C1C)=O (2-(2-methoxyphenyl)methyl-3-methyl-4-piperidone). The reagents and catalysts are [Br-].C[P+](C1=CC=CC=C1)(C1=CC=CC=C1)C1=CC=CC=C1 (methyl-triphenylphosphonium bromide). The solvent is C1CCOC1 (THF). Yields the product COC1=C(C=CC=C1)CC1NCCC(C1C)=C (2-(2-methoxyphenyl)methyl-3-methyl-4-methylene-piperidine). As a reaction SMILES: [CH3:1]C(C)([O-])C.[K+].[CH3:7][O:8][C:9]1[CH:14]=[CH:13][CH:12]=[CH:11][C:10]=1[CH2:15][CH:16]1[CH:21]([CH3:22])[C:20](=O)[CH2:19][CH2:18][NH:17]1>[Br-].C[P+](C1C=CC=CC=1)(C1C=CC=CC=1)C1C=CC=CC=1.C1COCC1>[CH3:7][O:8][C:9]1[CH:14]=[CH:13][CH:12]=[CH:11][C:10]=1[CH2:15][CH:16]1[CH:21]([CH3:22])[C:20](=[CH2:1])[CH2:19][CH2:18][NH:17]1 |f:0.1,3.4|. Procedure details: 20.1 g (56 mmol) of methyl-triphenylphosphonium bromide, 6.3 g (56 mmol) of potassium tert-butoxide and 11 g (47 mmol) of 2-(2-methoxyphenyl)methyl-3-methyl-4-piperidone 15 in 200 mL of abs. THF are used. The product is crystallized from acetone as the oxalate. Yield: 13.1 g (87%); melting point: 145° C.